This data is from the Open Reaction Database (ORD), a public repository of structured organic reaction records. The task is: describe an organic reaction: reactants, conditions, products, and yield Starting materials: ClC1=CC=C(C=C1)C1=CN(C=2N=CN=C(C21)N)C2=CC=C(C=C2)[N+](=O)[O-] (5-(4-Chlorophenyl)-7-(4-nitrophenyl)-7H-pyrrolo[2,3-d]pyrimidin-4-amine), C1CC(=O)N(C1=O)Cl (NCS). Solvent: ClCCCl (DCE). Product: ClC1=C(C2=C(N=CN=C2N)N1C1=CC=C(C=C1)[N+](=O)[O-])C1=CC=C(C=C1)Cl (6-chloro-5-(4-chlorophenyl)-7-(4-nitrophenyl)-7H-pyrrolo[2,3-d]pyrimidin-4-amine). The yield is 98.2%. As a reaction SMILES: [Cl:1][C:2]1[CH:7]=[CH:6][C:5]([C:8]2[C:16]3[C:15]([NH2:17])=[N:14][CH:13]=[N:12][C:11]=3[N:10]([C:18]3[CH:23]=[CH:22][C:21]([N+:24]([O-:26])=[O:25])=[CH:20][CH:19]=3)[CH:9]=2)=[CH:4][CH:3]=1.C1C(=O)N([Cl:34])C(=O)C1>ClCCCl>[Cl:34][C:9]1[N:10]([C:18]2[CH:23]=[CH:22][C:21]([N+:24]([O-:26])=[O:25])=[CH:20][CH:19]=2)[C:11]2[N:12]=[CH:13][N:14]=[C:15]([NH2:17])[C:16]=2[C:8]=1[C:5]1[CH:4]=[CH:3][C:2]([Cl:1])=[CH:7][CH:6]=1. Procedure details: A suspension of 5-(4-chlorophenyl)-7-(4-nitrophenyl)-7H-pyrrolo[2,3-d]pyrimidin-4-amine (26) (527 mg, 1.4 mmol) and NCS (289 mg, 2.2 mmol) in DCE (95.0 mL) was heated to reflux for 2 hr. The reaction was then cooled down to r.t., before it was quenched with H2O (10.0 mL). The layers were separated. Aqueous phase was extracted with DCM (15.0 mL×2). The combined organic phases were washed with brine, dried over Na2SO4 and concentrated to afford 6-chloro-5-(4-chlorophenyl)-7-(4-nitrophenyl)-7H-pyrr... Product: COC(=O)CCCc1nc(-c2ccccc2N)co1. Reactants: C1CCOC1, COC(=O)CCCc1nc(-c2ccccc2[N+](=O)[O-])co1, [H][H]. RXN SMILES: [CH2:24]1[O:25][CH2:26][CH2:27][CH2:28]1.[CH3:1][O:2][C:3]([CH2:4][CH2:5][CH2:6][c:7]1[o:8][cH:9][c:10](-[c:12]2[c:13]([N+:18]([O-:19])=[O:20])[cH:14][cH:15][cH:16][cH:17]2)[n:11]1)=[O:21].[H:22][H:23]>>[CH3:1][O:2][C:3]([CH2:4][CH2:5][CH2:6][c:7]1[o:8][cH:9][c:10](-[c:12]2[c:13]([NH2:18])[cH:14][cH:15][cH:16][cH:17]2)[n:11]1)=[O:21].